Dataset: the Open Reaction Database (ORD), a public repository of structured organic reaction records. Task: describe an organic reaction: reactants, conditions, products, and yield The reactants are O1C(=NC2=C1C=CC=C2)N(C)CCOC2=CC=C(C=C2)CC(C(=O)OC)OC (methyl 3-[4-[2-[N-(2-benzoxazolyl)-N-methylamino]ethoxy]phenyl]-2-methoxypropanoate), [OH-].[Na+] (Sodium hydroxide), [OH-].[Na+] (sodium hydroxide). Run in O (water), CC(=O)C (acetone). Product: O1C(=NC2=C1C=CC=C2)N(C)CCOC2=CC=C(C=C2)CC(C(=O)O)OC ((+)3-[4-[2-[N-(2-benzoxazolyl)-N-methylamino]ethoxy]phenyl]-2-methoxypropanoic acid). Isolated yield 73.7%. As a reaction SMILES: [O:1]1[C:5]2[CH:6]=[CH:7][CH:8]=[CH:9][C:4]=2[N:3]=[C:2]1[N:10]([CH2:12][CH2:13][O:14][C:15]1[CH:20]=[CH:19][C:18]([CH2:21][CH:22]([O:27][CH3:28])[C:23]([O:25]C)=[O:24])=[CH:17][CH:16]=1)[CH3:11].[OH-].[Na+]>O.CC(C)=O>[O:1]1[C:5]2[CH:6]=[CH:7][CH:8]=[CH:9][C:4]=2[N:3]=[C:2]1[N:10]([CH2:12][CH2:13][O:14][C:15]1[CH:20]=[CH:19][C:18]([CH2:21][CH:22]([O:27][CH3:28])[C:23]([OH:25])=[O:24])=[CH:17][CH:16]=1)[CH3:11] |f:1.2|. Reported procedure: Lipase from Rhizopus delemar (300 mg, ex. Biocatalysts Ltd.) was stirred in deionised water (125 ml) and the pH of the mixture adjusted to 7.0. To this mixture, at ambient temperature (23° C.), was added a solution of methyl 3-[4-[2-[N-(2-benzoxazolyl)-N-methylamino]ethoxy]phenyl]-2-methoxypropanoate (690 mg) (enantiomer ratio 8:92 as prepared in example 1) in acetone (5 ml). The resulting reaction mixture was stirred at ambient temperature and pH 7.0 was maintained by autotitration with 0.1M so... The product is C(C)(C)(C)OC(=O)N1CCC(CC1)CN(CC1=NC(=NC=C1)C1=CC=NC=C1)C (4-{[Methyl-(2-pyridin-4-ylpyrimidin-4-ylmethyl)amino]methyl}piperidine-1-carboxylic acid tert-butyl ester). The solvent is C(Cl)Cl (CH2Cl2). Reactants: C(C)(C)(C)OC(=O)N1CCC(CC1)CNC (4-methylaminomethylpiperidine-1-carboxylic acid tert-butyl ester), N1=CC=C(C=C1)C1=NC=CC(=N1)C=O (2-pyridin-4-yl-pyrimidine-4-carbaldehyde), [BH-](OC(=O)C)(OC(=O)C)OC(=O)C.[Na+] (NaBH(OAc)3). As a reaction SMILES: [C:1]([O:5][C:6]([N:8]1[CH2:13][CH2:12][CH:11]([CH2:14][NH:15][CH3:16])[CH2:10][CH2:9]1)=[O:7])([CH3:4])([CH3:3])[CH3:2].[N:17]1[CH:22]=[CH:21][C:20]([C:23]2[N:28]=[C:27]([CH:29]=O)[CH:26]=[CH:25][N:24]=2)=[CH:19][CH:18]=1.[BH-](OC(C)=O)(OC(C)=O)OC(C)=O.[Na+]>C(Cl)Cl>[C:1]([O:5][C:6]([N:8]1[CH2:13][CH2:12][CH:11]([CH2:14][N:15]([CH3:16])[CH2:29][C:27]2[CH:26]=[CH:25][N:24]=[C:23]([C:20]3[CH:19]=[CH:18][N:17]=[CH:22][CH:21]=3)[N:28]=2)[CH2:10][CH2:9]1)=[O:7])([CH3:4])([CH3:3])[CH3:2] |f:2.3|. Conditions: time 24 hour. Procedure details: To a solution of 4-methylaminomethylpiperidine-1-carboxylic acid tert-butyl ester (37 mg, 0.16 mmol) in anhydrous CH2Cl2 (3 mL) was added 2-pyridin-4-yl-pyrimidine-4-carbaldehyde (Preparation 2, 30 mg, 0.16 mmol) followed by NaBH(OAc)3 (38 mg, 0.18 mmol). The mixture was stirred vigorously at rt for 24 h, before being partitioned between CH2Cl2 (30 mL) and H2O (20 mL). The aqueous phase was extracted with CH2Cl2 (20 mL), then the combined organics were washed with brine (20 mL), dried (MgSO4), f... Reactants: Cc1n[nH]c(C)c1CCBr, O=C([O-])[O-], ClCCl, [Cs+], [Cs+], CCc1nc2c(N)nc3cc(O)ccc3c2s1, CN(C)C=O. Yields the product CCc1nc2c(N)nc3cc(OCCc4c(C)n[nH]c4C)ccc3c2s1. As a reaction SMILES: [Br:29][CH2:30][CH2:31][c:32]1[c:33]([CH3:38])[n:34][nH:35][c:36]1[CH3:37].[C:18](=[O:19])([O-:20])[O-:21].[Cl:39][CH2:40][Cl:41].[Cs+:22].[Cs+:23].[NH2:1][c:2]1[n:3][c:4]2[cH:5][c:6]([OH:17])[cH:7][cH:8][c:9]2[c:10]2[c:11]1[n:12][c:13]([CH2:15][CH3:16])[s:14]2.[O:24]=[CH:25][N:26]([CH3:27])[CH3:28]>>[NH2:1][c:2]1[n:3][c:4]2[cH:5][c:6]([O:17][CH2:30][CH2:31][c:32]3[c:33]([CH3:38])[n:34][nH:35][c:36]3[CH3:37])[cH:7][cH:8][c:9]2[c:10]2[c:11]1[n:12][c:13]([CH2:15][CH3:16])[s:14]2. Starting materials: CCOC(=O)C(=O)OCC, [H-], [Na+], O=C1CCOc2ccccc21, C1COCCO1, O, O=C(O)CC(O)(CC(=O)O)C(=O)O. Product: CCOC(=O)C(=O)C1COc2ccccc2C1=O. RXN SMILES: [C:12]([C:13](=[O:14])[O:15][CH2:16][CH3:17])(=[O:18])[O:19][CH2:20][CH3:21].[H-:22].[Na+:23].[O:1]1[CH2:2][CH2:3][C:4](=[O:11])[c:5]2[cH:6][cH:7][cH:8][cH:9][c:10]21.[O:37]1[CH2:38][CH2:39][O:40][CH2:41][CH2:42]1.[OH2:43].[OH:24][C:25]([CH2:26][C:27]([C:28](=[O:29])[OH:30])([CH2:31][C:32](=[O:33])[OH:34])[OH:35])=[O:36]>>[O:1]1[CH2:2][CH:3]([C:12]([C:13](=[O:14])[O:15][CH2:16][CH3:17])=[O:18])[C:4](=[O:11])[c:5]2[cH:6][cH:7][cH:8][cH:9][c:10]21.